Dataset: the Open Reaction Database (ORD), a public repository of structured organic reaction records. Task: describe an organic reaction: reactants, conditions, products, and yield Reactants: ClC1=C(C=CC(=C1)N)NC1=C2C(=NC=C1)NC=C2 (2-chloro-N1-1H-pyrrolo[2,3-b]pyridin-4-ylbenzene-1,4-diamine), [OH-].[Na+] (sodium hydroxide), ClC1=NC(=NC(=C1)Cl)N (4,6-dichloropyrimidine-2-amine), Cl (hydrochloric acid). Run in O (water). Conditions: temperature 100 celsius. Yields the product ClC1=CC(=NC(=N1)N)NC1=CC(=C(C=C1)NC1=C2C(=NC=C1)NC=C2)Cl (6-Chloro-N4-[3-chloro-4-(1H-pyrrolo[2,3-b]pyridin-4-ylamino)phenyl]pyrimidine-2,4-diamine). Reaction SMILES: [Cl:1][C:2]1[CH:7]=[C:6]([NH2:8])[CH:5]=[CH:4][C:3]=1[NH:9][C:10]1[CH:15]=[CH:14][N:13]=[C:12]2[NH:16][CH:17]=[CH:18][C:11]=12.[Cl:19][C:20]1[CH:25]=[C:24](Cl)[N:23]=[C:22]([NH2:27])[N:21]=1.Cl.[OH-].[Na+]>O>[Cl:19][C:20]1[N:21]=[C:22]([NH2:27])[N:23]=[C:24]([NH:8][C:6]2[CH:5]=[CH:4][C:3]([NH:9][C:10]3[CH:15]=[CH:14][N:13]=[C:12]4[NH:16][CH:17]=[CH:18][C:11]=34)=[C:2]([Cl:1])[CH:7]=2)[CH:25]=1 |f:3.4|. Procedure details: 27 mg (0.10 mmol) of 2-chloro-N1-1H-pyrrolo[2,3-b]pyridin-4-ylbenzene-1,4-diamine and 24 mg (0.15 mmol) of 4,6-dichloropyrimidine-2-amine are suspended in 5 ml of water. 0.14 ml of 1 M hydrochloric acid are added, and the mixture is heated at 100° C. overnight. Using 1N aqueous sodium hydroxide solution, the suspension is then adjusted to pH 10, resulting in the precipitation of crystals. The solid is filtered off and washed with water. The crude product is purified by preparative HPLC. The reactants are ClC=1C=CC(=C(C1)C(CC)N)N1CCCCC1 (1-(5-chloro-2-piperidino-phenyl)-1-propylamine), C(C)OC=1C=C(C=CC1C(=O)OCC)CC(=O)O (3-ethoxy-4-ethoxycarbonyl-phenylacetic acid). Yields the product C(C)OC1=C(C(=O)OCC)C=CC(=C1)CC(=O)NC(CC)C1=C(C=CC(=C1)Cl)N1CCCCC1 (Ethyl 2-ethoxy-4-[N-{1-(5-chloro-2-piperidino-phenyl)-1-propyl}-aminocarbonylmethyl]-benzoate). As a reaction SMILES: [Cl:1][C:2]1[CH:3]=[CH:4][C:5]([N:12]2[CH2:17][CH2:16][CH2:15][CH2:14][CH2:13]2)=[C:6]([CH:8]([NH2:11])[CH2:9][CH3:10])[CH:7]=1.[CH2:18]([O:20][C:21]1[CH:22]=[C:23]([CH2:32][C:33](O)=[O:34])[CH:24]=[CH:25][C:26]=1[C:27]([O:29][CH2:30][CH3:31])=[O:28])[CH3:19]>>[CH2:18]([O:20][C:21]1[CH:22]=[C:23]([CH2:32][C:33]([NH:11][CH:8]([C:6]2[CH:7]=[C:2]([Cl:1])[CH:3]=[CH:4][C:5]=2[N:12]2[CH2:13][CH2:14][CH2:15][CH2:16][CH2:17]2)[CH2:9][CH3:10])=[O:34])[CH:24]=[CH:25][C:26]=1[C:27]([O:29][CH2:30][CH3:31])=[O:28])[CH3:19]. Procedure: Prepared from 1-(5-chloro-2-piperidino-phenyl)-1-propylamine and 3-ethoxy-4-ethoxycarbonyl-phenylacetic acid. Reactants: [2-[(acetylthio)methyl-1-oxo-3-phenylpropyl]amino]butanoic acid, methyl ester, Cl.NCCCC(=O)OC (4-aminobutanoic acid, methyl ester, hydrochloride), C(C)(C)N(CC)C(C)C (diisopropylethylamine), C(C(=O)Cl)(=O)Cl (Oxalyl chloride), C(C)(=O)SCC(C(=O)O)CC1=CC=CC=C1 ((±)-2-[(acetylthio)methyl]-3-phenylpropanoic acid). Reagents/catalysts: CN(C=O)C (dimethylformamide). Solvent: C(Cl)Cl (methylene chloride), C(C)OCC (ethyl ether). Reaction conditions: time 1 hour. Product: C(C)(=O)SCC(C(=O)NCCCC(=O)OC)CC1=CC=CC=C1 ((±)-4-[[2-[(Acetylthio)methyl]-1 oxo-3-phenylpropyl]amino]butanoic acid, methyl ester). Reaction SMILES: C(Cl)(=O)C(Cl)=O.[C:7]([S:10][CH2:11][CH:12]([CH2:16][C:17]1[CH:22]=[CH:21][CH:20]=[CH:19][CH:18]=1)[C:13]([OH:15])=O)(=[O:9])[CH3:8].Cl.[NH2:24][CH2:25][CH2:26][CH2:27][C:28]([O:30][CH3:31])=[O:29].C(N(C(C)C)CC)(C)C>C(OCC)C.CN(C)C=O.C(Cl)Cl>[C:7]([S:10][CH2:11][CH:12]([CH2:16][C:17]1[CH:22]=[CH:21][CH:20]=[CH:19][CH:18]=1)[C:13]([NH:24][CH2:25][CH2:26][CH2:27][C:28]([O:30][CH3:31])=[O:29])=[O:15])(=[O:9])[CH3:8] |f:2.3|. Reported procedure: Oxalyl chloride (0.37 ml., 4.2 mmole) is added, under nitrogen, to a solution of (±)-2-[(acetylthio)methyl]-3-phenylpropanoic acid (0.95 g., 4.0 mmole) in ethyl ether (8 ml.). This mixture is cautiously treated with a catalytic amont of dimethylformamide (3 drops), and then stirred for one hour at room temperature. After concentrating in vacuo, the residue is treated with tetrahydrofuran (10 ml.) and again concentrated to remove excess oxalyl chloride. The resulting residue is treated with methy... Starting materials: CC(C)(C)OC(=O)NC(=O)OC(C)(C)C, CCOc1c(CBr)cccc1[N+](=O)[O-], CN(C)C=O, Cl, [H-], [Na+]. Product: CCOc1c(CN(C(=O)OC(C)(C)C)C(=O)OC(C)(C)C)cccc1[N+](=O)[O-]. As a reaction SMILES: [C:1]([CH3:2])([CH3:3])([CH3:4])[O:5][C:6](=[O:7])[NH:8][C:9](=[O:10])[O:11][C:12]([CH3:13])([CH3:14])[CH3:15].[CH2:18]([CH3:19])[O:20][c:21]1[c:22]([CH2:23][Br:24])[cH:25][cH:26][cH:27][c:28]1[N+:29](=[O:30])[O-:31].[CH3:33][N:34]([CH3:35])[CH:36]=[O:37].[ClH:32].[H-:16].[Na+:17]>>[C:1]([CH3:2])([CH3:3])([CH3:4])[O:5][C:6](=[O:7])[N:8]([C:9](=[O:10])[O:11][C:12]([CH3:13])([CH3:14])[CH3:15])[CH2:23][c:22]1[c:21]([O:20][CH2:18][CH3:19])[c:28]([N+:29](=[O:30])[O-:31])[cH:27][cH:26][cH:25]1. Starting materials: O1C(OCC1)C=1C=C(C(=O)OC)C=CC1 (methyl 3-(1,3-dioxolan-2-yl)benzoate), [H-].[Al+3].[Li+].[H-].[H-].[H-] (lithium aluminium hydride), O (water), O (water). Run in O1CCCC1 (tetrahydrofuran), O1CCCC1 (tetrahydrofuran). Conditions: time 1 hour. The product is O1C(OCC1)C=1C=C(CO)C=CC1 (3-(1,3-Dioxolan-2-yl)benzyl alcohol). RXN SMILES: [O:1]1[CH2:5][CH2:4][O:3][CH:2]1[C:6]1[CH:7]=[C:8]([CH:13]=[CH:14][CH:15]=1)[C:9](OC)=[O:10].[H-].[Al+3].[Li+].[H-].[H-].[H-].O>O1CCCC1>[O:1]1[CH2:5][CH2:4][O:3][CH:2]1[C:6]1[CH:7]=[C:8]([CH:13]=[CH:14][CH:15]=1)[CH2:9][OH:10] |f:1.2.3.4.5.6|. Procedure: A solution of methyl 3-(1,3-dioxolan-2-yl)benzoate (11.0 g., 53 mmol) in tetrahydrofuran (50 ml) was added dropwise to a stirred suspension of lithium aluminium hydride (3.2 g) in tetrahydrofuran (100 ml). The temperature rose to ca. 45° C. The mixture was stirred for a further 1 hour cooling to room temperature, then was cooled in ice whilst water (3.2 ml) 2M sodium hydroxide (6.4 ml) and more water (6.4 ml) were added dropwise. The mixture was filtered through a pad of Celite filter acid and t... Starting materials: C(C1=CC=CC=C1)OC1=CC=C(OC2=C(C=C(C=C2)NC(C2=CC=C(C=C2)Br)=O)[N+](=O)[O-])C=C1 (N-[4-(4-Benzyloxy-phenoxy)-3-nitro-phenyl]-4-bromo-benzamide), [Cl-].[NH4+] (ammonium chloride), CO (methanol), C1CCOC1 (THF). Reagents/catalysts: [Fe] (iron). Run in O (water). Yields the product NC=1C=C(C=CC1OC1=CC=C(C=C1)OCC1=CC=CC=C1)NC(C1=CC=C(C=C1)Br)=O (N-[3-Amino-4-(4-benzyloxy-phenoxy)-phenyl]-4-bromo-benzamide). The yield is 72.9%. Reaction SMILES: [CH2:1]([O:8][C:9]1[CH:34]=[CH:33][C:12]([O:13][C:14]2[CH:19]=[CH:18][C:17]([NH:20][C:21](=[O:29])[C:22]3[CH:27]=[CH:26][C:25]([Br:28])=[CH:24][CH:23]=3)=[CH:16][C:15]=2[N+:30]([O-])=O)=[CH:11][CH:10]=1)[C:2]1[CH:7]=[CH:6][CH:5]=[CH:4][CH:3]=1.[Cl-].[NH4+].CO.C1COCC1>[Fe].O>[NH2:30][C:15]1[CH:16]=[C:17]([NH:20][C:21](=[O:29])[C:22]2[CH:23]=[CH:24][C:25]([Br:28])=[CH:26][CH:27]=2)[CH:18]=[CH:19][C:14]=1[O:13][C:12]1[CH:11]=[CH:10][C:9]([O:8][CH2:1][C:2]2[CH:7]=[CH:6][CH:5]=[CH:4][CH:3]=2)=[CH:34][CH:33]=1 |f:1.2|. Procedure: The product from Example 247b (1.18 g, 2.27 mmol), iron powder (0.51 g, 9.1 mmol) and ammonium chloride (0.14 g, 2.5 mmol) in a methanol (10 ml), THF (10 ml) and water (5 mL) solution was heated at reflux for 1.5 hr. The resultant mixture was filtered, rinsed with hot methanol (50 ml) and concentrated under vacuum to an oily residue. The residue was diluted with ethyl acetate (100 ml) and washed with water and 10% sodium chloride, then dried over anhydrous sodium sulfate. The drying agent was fi... Reactants: FC1=C(C=CC(=C1)C(F)(F)F)NC1=NC=CC=2C(=CC=CC12)N (N1-(2-fluoro-4-(trifluoromethyl)phenyl)isoquinoline-1,5-diamine), CCN(C(C)C)C(C)C (DIPEA), ClC1=C(C(=O)O)C=C(C=C1)CNC(C(C)(C)C)=O (2-chloro-5-(pivalamidomethyl)benzoic acid), C(C(=O)Cl)(=O)Cl (oxalyl chloride). Reagents/catalysts: CN(C)C=O (DMF). The solvent is C(Cl)Cl (CH2Cl2). The product is ClC1=C(C(=O)NC2=C3C=CN=C(C3=CC=C2)NC2=C(C=C(C=C2)C(F)(F)F)F)C=C(C=C1)CNC(C(C)(C)C)=O (2-Chloro-N-(1-((2-fluoro-4-(trifluoromethyl)phenyl)amino)isoquinolin-5-yl)-5-(pivalamidomethyl)benzamide). The yield is 18.2%. RXN SMILES: [F:1][C:2]1[CH:7]=[C:6]([C:8]([F:11])([F:10])[F:9])[CH:5]=[CH:4][C:3]=1[NH:12][C:13]1[C:22]2[CH:21]=[CH:20][CH:19]=[C:18]([NH2:23])[C:17]=2[CH:16]=[CH:15][N:14]=1.[Cl:24][C:25]1[CH:33]=[CH:32][C:31]([CH2:34][NH:35][C:36](=[O:41])[C:37]([CH3:40])([CH3:39])[CH3:38])=[CH:30][C:26]=1[C:27](O)=[O:28].C(Cl)(=O)C(Cl)=O.CCN(C(C)C)C(C)C>CN(C=O)C.C(Cl)Cl>[Cl:24][C:25]1[CH:33]=[CH:32][C:31]([CH2:34][NH:35][C:36](=[O:41])[C:37]([CH3:39])([CH3:38])[CH3:40])=[CH:30][C:26]=1[C:27]([NH:23][C:18]1[CH:19]=[CH:20][CH:21]=[C:22]2[C:17]=1[CH:16]=[CH:15][N:14]=[C:13]2[NH:12][C:3]1[CH:4]=[CH:5][C:6]([C:8]([F:9])([F:10])[F:11])=[CH:7][C:2]=1[F:1])=[O:28]. Procedure: The title compound was prepared following the procedure described in Example-1 using N1-(2-fluoro-4-(trifluoromethyl)phenyl)isoquinoline-1,5-diamine (Intermediate-39, 80 mg, 0.24 mmol), 2-chloro-5-(pivalamidomethyl)benzoic acid (Intermediate-5, 134 mg, 0.49 mmol), oxalyl chloride (93 mg, 0.74 mmol), DMF (1 drop) and DIPEA (93 mg, 0.72 mmol) in CH2Cl2 (5 mL) to afford 25 mg of the title product. 1H NMR (300 MHz, DMSO-d6): δ 10.62 (s, 1H), 9.38 (s, 1H), 8.35 (d, J=8.4 Hz, 1H), 8.21 (t, 1H), 8.00-7... Starting materials: ClC1=CC=C(C=C1)NC(C=S(=O)(C)C)=O (N-(4-chlorophenyl)-2-(dimethyloxosulfuranylidene)acetamide), ClC(=O)OCC (ethyl chloroformate), Cl (HCl). Solvent: C(C)#N (acetonitrile). Conditions: temperature 50 celsius. The product is ClC1=CC=C(C=C1)NC(C(C(=O)OCC)=S(=O)(C)C)=O (ethyl 3-[(4-chlorophenyl)amino]-2-(dimethyloxosulfuranylidene)-3-oxopropanoate). The yield is 40.0%. RXN SMILES: [Cl:1][C:2]1[CH:7]=[CH:6][C:5]([NH:8][C:9](=[O:15])[CH:10]=[S:11]([CH3:14])([CH3:13])=[O:12])=[CH:4][CH:3]=1.Cl[C:17]([O:19][CH2:20][CH3:21])=[O:18].Cl>C(#N)C>[Cl:1][C:2]1[CH:3]=[CH:4][C:5]([NH:8][C:9](=[O:15])[C:10](=[S:11]([CH3:13])([CH3:14])=[O:12])[C:17]([O:19][CH2:20][CH3:21])=[O:18])=[CH:6][CH:7]=1. Reported procedure: To a stirred solution of 7.72 grams (0.03 mole) of N-(4-chlorophenyl)-2-(dimethyloxosulfuranylidene)acetamide, prepared in Part A of this Example, in 80 milliliters of anhydrous acetonitrile, was added 1.70 grams (0.02 mole) of ethyl chloroformate dropwise at room temperature and the resulting mixture then heated and stirred at 50° C. for an approximate 16-hour period. The hydrochloride by-product was filtered off and the filtrate vacuum evaporated to give a yellow solid. The latter was digested...